Dataset: the Open Reaction Database (ORD), a public repository of structured organic reaction records. Task: describe an organic reaction: reactants, conditions, products, and yield The reactants are COc1ccc2ccccc2c1Br, CCO, Cc1ccccc1, OB(O)c1ccccc1F, [Na+], [Na+], O=C([O-])[O-], c1ccc(P(c2ccccc2)(c2ccccc2)[Pd](P(c2ccccc2)(c2ccccc2)c2ccccc2)(P(c2ccccc2)(c2ccccc2)c2ccccc2)P(c2ccccc2)(c2ccccc2)c2ccccc2)cc1. Yields the product COc1ccc2ccccc2c1-c1ccccc1F. Reaction SMILES: [Br:1][c:2]1[c:3]([O:12][CH3:13])[cH:4][cH:5][c:6]2[cH:7][cH:8][cH:9][cH:10][c:11]12.[CH3:24][CH2:25][OH:26].[CH3:33][c:34]1[cH:35][cH:36][cH:37][cH:38][cH:39]1.[F:14][c:15]1[c:16]([B:21]([OH:22])[OH:23])[cH:17][cH:18][cH:19][cH:20]1.[Na+:27].[Na+:28].[O-:29][C:30](=[O:31])[O-:32].[cH:40]1[cH:41][cH:42][c:43]([P:44]([Pd:45]([P:46]([c:47]2[cH:48][cH:49][cH:50][cH:51][cH:52]2)([c:53]2[cH:54][cH:55][cH:56][cH:57][cH:58]2)[c:59]2[cH:60][cH:61][cH:62][cH:63][cH:64]2)([P:65]([c:66]2[cH:67][cH:68][cH:69][cH:70][cH:71]2)([c:72]2[cH:73][cH:74][cH:75][cH:76][cH:77]2)[c:78]2[cH:79][cH:80][cH:81][cH:82][cH:83]2)[P:84]([c:85]2[cH:86][cH:87][cH:88][cH:89][cH:90]2)([c:91]2[cH:92][cH:93][cH:94][cH:95][cH:96]2)[c:97]2[cH:98][cH:99][cH:100][cH:101][cH:102]2)([c:103]2[cH:104][cH:105][cH:106][cH:107][cH:108]2)[c:109]2[cH:110][cH:111][cH:112][cH:113][cH:114]2)[cH:115][cH:116]1>>[c:2]1(-[c:16]2[c:15]([F:14])[cH:20][cH:19][cH:18][cH:17]2)[c:3]([O:12][CH3:13])[cH:4][cH:5][c:6]2[cH:7][cH:8][cH:9][cH:10][c:11]12. Reactants: N1CCCCC1 (piperidine), C(C)(=O)OCC1CC=2N(C3=CC=CC=C3C2C=2C(OC(C2C2=CN(C3=CC=CC=C23)C)=O)=O)CC1 (3-[8-(acetoxymethyl)-6,7,8,9-tetrahydropyrido[1,2-a]indol-10-yl]-4-(1-methyl-3-indolyl)furan-2,5-dione), N1=C(C=C(C=C1C)C)C (2,4,6-collidine), FC(S(=O)(=O)OS(=O)(=O)C(F)(F)F)(F)F (trifluoromethanesulfonic anhydride). Solvent: ClCCl (dichloromethane), ClCCl (dichloromethane). Run at time 2.5 hour. The product is N1(CCCCC1)CC1CC=2N(C3=CC=CC=C3C2C=2C(NC(C2C2=CN(C3=CC=CC=C23)C)=O)=O)CC1 (3-[6,7,8,9-tetrahydro-8-[(1-piperidino)methyl]pyrido[1,2-a]indol-10-yl]-4-(1-methyl-3-indolyl)-1H-pyrrole-2,5-dione). Reaction SMILES: C(O[CH2:5][CH:6]1[CH2:35][CH2:34][N:9]2[C:10]3[C:15]([C:16]([C:17]4[C:18](=O)[O:19][C:20](=[O:32])[C:21]=4[C:22]4[C:30]5[C:25](=[CH:26][CH:27]=[CH:28][CH:29]=5)[N:24]([CH3:31])[CH:23]=4)=[C:8]2[CH2:7]1)=[CH:14][CH:13]=[CH:12][CH:11]=3)(=O)C.[N:36]1C(C)=CC(C)=CC=1C.FC(F)(F)S(OS(C(F)(F)F)(=O)=O)(=O)=O.[NH:60]1[CH2:65][CH2:64][CH2:63][CH2:62][CH2:61]1>ClCCl>[N:60]1([CH2:5][CH:6]2[CH2:35][CH2:34][N:9]3[C:10]4[C:15]([C:16]([C:17]5[C:18](=[O:19])[NH:36][C:20](=[O:32])[C:21]=5[C:22]5[C:30]6[C:25](=[CH:26][CH:27]=[CH:28][CH:29]=6)[N:24]([CH3:31])[CH:23]=5)=[C:8]3[CH2:7]2)=[CH:14][CH:13]=[CH:12][CH:11]=4)[CH2:65][CH2:64][CH2:63][CH2:62][CH2:61]1. Reported procedure: A solution of 0.64 g of the product of Example 1 and 0.4 ml of 2,4,6-collidine in 20 ml of dichloromethane was added dropwise to a solution of 0.75 g of trifluoromethanesulfonic anhydride in 10 ml of dichloromethane at 0° C. After 2.5 hours, the mixture was treated with 3 ml of piperidine and stirred for 16 hours. Concentration and chromatography of the residue on silica gel with dichloromethane/methanol (gradient from 98:2 to 50:50) gave 340 mg of 3-[6,7,8,9-tetrahydro-8-[(1-piperidino)methyl]p... Reported procedure: In step (1) of Reaction Scheme VI, a 3-amino[1,5]naphthyridin-4-ol or 3-aminoquinolin-4-ol of Formula XXX is reacted with an acyl halide of Formula R2C(O)Cl or R2C(O)Br to provide an N-(4-hydroxy[1,5]naphthyridin-3-yl)amide or N-(4-hydroxyquinolin-3-yl)amide of Formula LVIII. The reaction can be carried out using the method described in step (2) of Reaction Scheme I. Starting materials: NC=1C=NC2=CC=CN=C2C1O (3-amino[1,5]naphthyridin-4-ol), NC=1C=NC2=CC=CC=C2C1O (3-aminoquinolin-4-ol), Formula XXX, acyl halide, R2C(O)Cl, R2C(O)Br. Product: OC1=C(C=NC2=CC=CN=C12)[NH-] (N-(4-hydroxy[1,5]naphthyridin-3-yl)amide), OC1=C(C=NC2=CC=CC=C12)[NH-] (N-(4-hydroxyquinolin-3-yl)amide). Reaction SMILES: [NH2:1][C:2]1[CH:3]=[N:4][C:5]2[C:10]([C:11]=1[OH:12])=[N:9][CH:8]=[CH:7][CH:6]=2.[NH2:13][C:14]1[CH:15]=[N:16][C:17]2[C:22]([C:23]=1[OH:24])=[CH:21][CH:20]=[CH:19][CH:18]=2>>[OH:12][C:11]1[C:10]2[C:5](=[CH:6][CH:7]=[CH:8][N:9]=2)[N:4]=[CH:3][C:2]=1[NH-:1].[OH:24][C:23]1[C:22]2[C:17](=[CH:18][CH:19]=[CH:20][CH:21]=2)[N:16]=[CH:15][C:14]=1[NH-:13]. The reactants are C(C1=CC=CC=C1)O[C@@H]1[C@@](O[C@@]([C@@H]([C@H]1OCC1=CC=CC=C1)OCC1=CC=CC=C1)(OC)C1=CC(=C(C=C1)Cl)CC1=C(C(=C(C=C1)OCC)F)F)(C=O)CO ((2R,3S,4S,5R,6S)-3,4,5-tribenzyloxy-6-[4-chloro-3-[(4-ethoxy-2,3-difluoro-phenyl)methyl]phenyl]-2-(hydroxymethyl)-6-methoxy-tetrahydropyran-2-carbaldehyde), [BH4-].[Na+] (sodium borohydride). Run in CO (methanol). Reaction conditions: time 30 minute. Yields the product C(C1=CC=CC=C1)O[C@@H]1C(O[C@@]([C@@H]([C@H]1OCC1=CC=CC=C1)OCC1=CC=CC=C1)(OC)C1=CC(=C(C=C1)Cl)CC1=C(C(=C(C=C1)OCC)F)F)(CO)CO ([(3S,4S,5R,6S)-3,4,5-tribenzyloxy-6-[4-chloro-3-[(4-ethoxy-2,3-difluoro-phenyl)methyl]phenyl]-2-(hydroxymethyl)-6-methoxy-tetrahydropyran-2-yl]methanol). Isolated yield 102.1%. RXN SMILES: [CH2:1]([O:8][C@H:9]1[C@H:14]([O:15][CH2:16][C:17]2[CH:22]=[CH:21][CH:20]=[CH:19][CH:18]=2)[C@@H:13]([O:23][CH2:24][C:25]2[CH:30]=[CH:29][CH:28]=[CH:27][CH:26]=2)[C@@:12]([C:33]2[CH:38]=[CH:37][C:36]([Cl:39])=[C:35]([CH2:40][C:41]3[CH:46]=[CH:45][C:44]([O:47][CH2:48][CH3:49])=[C:43]([F:50])[C:42]=3[F:51])[CH:34]=2)([O:31][CH3:32])[O:11][C@@:10]1([CH2:54][OH:55])[CH:52]=[O:53])[C:2]1[CH:7]=[CH:6][CH:5]=[CH:4][CH:3]=1.[BH4-].[Na+]>CO>[CH2:1]([O:8][C@H:9]1[C@H:14]([O:15][CH2:16][C:17]2[CH:22]=[CH:21][CH:20]=[CH:19][CH:18]=2)[C@@H:13]([O:23][CH2:24][C:25]2[CH:26]=[CH:27][CH:28]=[CH:29][CH:30]=2)[C@@:12]([C:33]2[CH:38]=[CH:37][C:36]([Cl:39])=[C:35]([CH2:40][C:41]3[CH:46]=[CH:45][C:44]([O:47][CH2:48][CH3:49])=[C:43]([F:50])[C:42]=3[F:51])[CH:34]=2)([O:31][CH3:32])[O:11][C:10]1([CH2:54][OH:55])[CH2:52][OH:53])[C:2]1[CH:7]=[CH:6][CH:5]=[CH:4][CH:3]=1 |f:1.2|. Procedure details: To a solution of (2R,3S,4S,5R,6S)-3,4,5-tribenzyloxy-6-[4-chloro-3-[(4-ethoxy-2,3-difluoro-phenyl) methyl]phenyl]-2-(hydroxymethyl)-6-methoxy-tetrahydropyran-2-carbaldehyde 23l (3.30 g, 4.31 mmol) in methanol (60 mL) was added sodium borohydride (326 mg, 8.62 mmol) at 0° C. The mixture was warmed up to room temperature and stirred for 30 min. The reaction mixture was quenched with saturated aqueous ammonium chloride (15 mL), and then water (20 mL) was added. The mixture was extracted with ethyl ...